This data is from the Open Reaction Database (ORD), a public repository of structured organic reaction records. The task is: describe an organic reaction: reactants, conditions, products, and yield Starting materials: step-iii, FC=1C=C(CN2N=C(C(=C2C)C2=CN(C3=NC=C(C=C32)C3=CC=C(C=C3)N3CCN(CC3)CCO)S(=O)(=O)C3=CC=C(C)C=C3)C)C=CC1 (2-(4-(4-(3-(1-(3-fluorobenzyl)-3,5-dimethyl-1H-pyrazol-4-yl)-1-tosyl-1H-pyrrolo[2,3-b]pyridin-5-yl)phenyl)piperazin-1-yl)ethanol), [OH-].[Li+] (lithium hydroxide). Solvent: C1CCOC1.CO.O (THF Methanol water). The product is FC=1C=C(CN2N=C(C(=C2C)C2=CNC3=NC=C(C=C32)C3=CC=C(C=C3)N3CCN(CC3)CCO)C)C=CC1 (2-(4-(4-(3-(1-(3-fluorobenzyl)-3,5-dimethyl-1H-pyrazol-4-yl)-1H-pyrrolo[2,3-b]pyridin-5-yl)phenyl)piperazin-1-yl)ethanol). The yield is 2.2%. As a reaction SMILES: [F:1][C:2]1[CH:3]=[C:4]([CH:47]=[CH:48][CH:49]=1)[CH2:5][N:6]1[C:10]([CH3:11])=[C:9]([C:12]2[C:20]3[C:15](=[N:16][CH:17]=[C:18]([C:21]4[CH:26]=[CH:25][C:24]([N:27]5[CH2:32][CH2:31][N:30]([CH2:33][CH2:34][OH:35])[CH2:29][CH2:28]5)=[CH:23][CH:22]=4)[CH:19]=3)[N:14](S(C3C=CC(C)=CC=3)(=O)=O)[CH:13]=2)[C:8]([CH3:46])=[N:7]1.[OH-].[Li+]>C1COCC1.CO.O>[F:1][C:2]1[CH:3]=[C:4]([CH:47]=[CH:48][CH:49]=1)[CH2:5][N:6]1[C:10]([CH3:11])=[C:9]([C:12]2[C:20]3[C:15](=[N:16][CH:17]=[C:18]([C:21]4[CH:22]=[CH:23][C:24]([N:27]5[CH2:32][CH2:31][N:30]([CH2:33][CH2:34][OH:35])[CH2:29][CH2:28]5)=[CH:25][CH:26]=4)[CH:19]=3)[NH:14][CH:13]=2)[C:8]([CH3:46])=[N:7]1 |f:1.2,3.4.5|. Procedure: Using similar reaction conditions as described in step-iii of example-1, 2-(4-(4-(3-(1-(3-fluorobenzyl)-3,5-dimethyl-1H-pyrazol-4-yl)-1-tosyl-1H-pyrrolo[2,3-b]pyridin-5-yl)phenyl)piperazin-1-yl)ethanol (200 mg, 0.259 mmol) was hydrolyzed by lithium hydroxide (108 mg, 2.59 mmol), THF/Methanol/water (5/5/2.5 ml) to yield 3 mg (2.2% yield) of the titled compound. 1H NMR (CD3OD, 300 MHz): δ 8.34 (s, 1H), 7.75-7.74 (d, 1H), 7.44-7.41 (m, 2H), 7.28-7.27 (m, 2H), 7.00-6.7 (m, 4H), 6.52-6.51 (d, 1H), 5....